From a dataset of the Open Reaction Database (ORD), a public repository of structured organic reaction records. describe an organic reaction: reactants, conditions, products, and yield Starting materials: O=C1C=2C=CC(=CC2CCC1)C(=O)OC (methyl 5-oxo-5,6,7,8-tetrahydronaphthalene-2-carboxylate), C(C)(C)(C)C1CCC(CC1)N (4-tert-butylcyclohexyl amine), [BH4-].[Na+] (Sodium borohydride). Reported procedure: A mixture of methyl 5-oxo-5,6,7,8-tetrahydronaphthalene-2-carboxylate (1.0 g, 4.9 mmol), titanium (IV) isopropoxide (2.8 mL, 9.8 mmol), 4-tert-butylcyclohexyl amine (1.5 g, 9.8 mmol) in absolute ethanol (75 mL) was stirred under nitrogen at room temperature for 7 h. Sodium borohydride (0.28 g, 7.4 mmol) was then added and the resulting mixture was stirred for an additional 18 h at room temperature. The reaction was quenched by pouring into aqueous ammonia (2N, 100 mL). The resulting inorganic pr... Run in C(C)O (ethanol). Reaction conditions: time 7 hour. Reaction SMILES: O=[C:2]1[CH2:11][CH2:10][CH2:9][C:8]2[CH:7]=[C:6]([C:12]([O:14][CH3:15])=[O:13])[CH:5]=[CH:4][C:3]1=2.[C:16]([CH:20]1[CH2:25][CH2:24][CH:23]([NH2:26])[CH2:22][CH2:21]1)([CH3:19])([CH3:18])[CH3:17].[BH4-].[Na+]>C(O)C.CC(C)[O-].[Ti+4].CC(C)[O-].CC(C)[O-].CC(C)[O-]>[C:16]([C@H:20]1[CH2:21][CH2:22][C@H:23]([NH:26][CH:2]2[CH2:11][CH2:10][CH2:9][C:8]3[CH:7]=[C:6]([C:12]([O:14][CH3:15])=[O:13])[CH:5]=[CH:4][C:3]2=3)[CH2:24][CH2:25]1)([CH3:19])([CH3:17])[CH3:18] |f:2.3,5.6.7.8.9|. The reagents and catalysts are CC([O-])C.[Ti+4].CC([O-])C.CC([O-])C.CC([O-])C (titanium (IV) isopropoxide). The product is C(C)(C)(C)[C@@H]1CC[C@H](CC1)NC1C=2C=CC(=CC2CCC1)C(=O)OC (methyl 5-[(trans-4-tert-butylcyclohexyl)amino]-5,6,7,8-tetrahydronaphthalene-2-carboxylate). Reactants: [N+](=O)([O-])C1=C(C(=O)O)C=CC=C1 (2-nitrobenzoic acid), C(C(=O)Cl)(=O)Cl (oxalyl chloride), NC1=C(C(=O)OCC)C=CC=C1 (ethyl 2-aminobenzoate), N1=CC=CC=C1 (pyridine). Solvent: ClCCCl (1,2-dichloroethane), CN(C)C=O (DMF), ClCCCl (1,2-dichloroethane), C(Cl)Cl (DCM). Conditions: time 1 hour. Yields the product [N+](=O)([O-])C1=C(C(=O)NC2=C(C(=O)OCC)C=CC=C2)C=CC=C1 (Ethyl 2-(2-nitrobenzoylamino)-benzoate). RXN SMILES: [N+:1]([C:4]1[CH:12]=[CH:11][CH:10]=[CH:9][C:5]=1[C:6]([OH:8])=O)([O-:3])=[O:2].C(Cl)(=O)C(Cl)=O.[NH2:19][C:20]1[CH:30]=[CH:29][CH:28]=[CH:27][C:21]=1[C:22]([O:24][CH2:25][CH3:26])=[O:23].N1C=CC=CC=1>ClCCCl.C(Cl)Cl.CN(C=O)C>[N+:1]([C:4]1[CH:12]=[CH:11][CH:10]=[CH:9][C:5]=1[C:6]([NH:19][C:20]1[CH:30]=[CH:29][CH:28]=[CH:27][C:21]=1[C:22]([O:24][CH2:25][CH3:26])=[O:23])=[O:8])([O-:3])=[O:2]. Reported procedure: A catalytic amount of DMF was added to a stirred solution of 2-nitrobenzoic acid (2.30 g, 13.8 mmol) and oxalyl chloride (6.0 mL, 69 mmol) in 1,2-dichloroethane (70 mL) at r.t. and under nitrogen flow. After 1 h, the reaction was concentrated, re-dissolved in 1,2-dichloroethane and concentrated again. The crude was immediately dissolved in 1,2-dichloroethane (25 mL) before ethyl 2-aminobenzoate (1.00 mL, 6.76 mmol) and pyridine (1.70 mL, 21.0 mmol) was added. The reaction was stirred 45 min at r... Reactants: ClC=1SC(=CN1)CN (2-chloro-5-thiazolemethanamine), CSC(NC)=N[N+](=O)[O-] (S-methyl-N-methyl-N'-nitroisothiourea). Solvent: C(C)O (ethanol). Yields the product ClC=1SC(=CN1)CNC(=N[N+](=O)[O-])NC (N-[(2-chloro-5-thiazolyl)methyl]-N'-methyl-N"-nitroguanidine). Isolated yield 71.3%. Reaction SMILES: [Cl:1][C:2]1[S:3][C:4]([CH2:7][NH2:8])=[CH:5][N:6]=1.CS[C:11](=[N:14][N+:15]([O-:17])=[O:16])[NH:12][CH3:13]>C(O)C>[Cl:1][C:2]1[S:3][C:4]([CH2:7][NH:8][C:11]([NH:12][CH3:13])=[N:14][N+:15]([O-:17])=[O:16])=[CH:5][N:6]=1. Procedure: A mixture of 0.48 g of 2-chloro-5-thiazolemethanamine, 0.31 g of S-methyl-N-methyl-N'-nitroisothiourea prepared by the method described in the Journal of Medical Chemistry., 1977, Vol. 20, No. 7, P. 905 and 3 ml of ethanol was heated under reflux for 6 hours. After cooling, the reaction mixture was concentrated under reduced pressure, and the residue was purified by silica gel column chromatography (Solvent: Chloroform/Methanol =20/1) to obtain 0.37 g of the title compound as crystals. This comp...